The task is: describe an organic reaction: reactants, conditions, products, and yield. This data is from the Open Reaction Database (ORD), a public repository of structured organic reaction records. The reactants are ice water, C(C1=CC=CC=C1)(=O)C=1C=C(NC1)C(=O)OC (methyl 4-benzoyl-2-pyrrolecarboxylate), [OH-].[K+] (potassium hydroxide), O.NN (hydrazine hydrate). Solvent: C(COCCOCCO)O (triethylene glycol). Reaction conditions: temperature 120 celsius, time 2 hour. Product: C(C1=CC=CC=C1)C1=CNC=C1 (3-benzylpyrrole). The yield is 71.1%. RXN SMILES: [C:1]([C:9]1[CH:10]=[C:11](C(OC)=O)[NH:12][CH:13]=1)(=O)[C:2]1[CH:7]=[CH:6][CH:5]=[CH:4][CH:3]=1.[OH-].[K+].O.NN>C(O)COCCOCCO>[CH2:1]([C:9]1[CH:10]=[CH:11][NH:12][CH:13]=1)[C:2]1[CH:3]=[CH:4][CH:5]=[CH:6][CH:7]=1 |f:1.2,3.4|. Procedure details: 12.0 g (52.4 mmole) of methyl 4-benzoyl-2-pyrrolecarboxylate, 8.79 g (157 mmole) of potassium hydroxide and 10.5 g (210 mmole) of hydrazine hydrate are dissolved in 150 ml of triethylene glycol. Reaction is carried out by stirring the solution at 120° C. for 2 hours and then at 160° C. for 3 hours in the an atmosphere of nitrogen gas. After reaction is finished, the reaction solution is allowed to cool and poured into ice water, followed by extraction with ether. The extract is washed with water... Reactants: ClCN1CCCCC1 (N-(Chloromethyl)piperidine), N1(CCCCC1)CC1=CC2=CC=CC=C2C=C1 (2-piperidinomethylnaphthalene), ethereal solution, C(CCC)[Li] (butyl lithium), O (water). The solvent is CCOCC (ether). The product is Cl.Cl.N1(CCCCC1)CC1=CC2=CC=CC=C2C=C1CN1CCCCC1 (2,3-Bis(piperidinomethyl)naphthalene dihydrochloride). Reaction SMILES: [N:1]1([CH2:7][C:8]2[CH:17]=[CH:16][C:15]3[C:10](=[CH:11][CH:12]=[CH:13][CH:14]=3)[CH:9]=2)[CH2:6][CH2:5][CH2:4][CH2:3][CH2:2]1.C([Li])CCC.[Cl:23][CH2:24][N:25]1[CH2:30][CH2:29][CH2:28][CH2:27][CH2:26]1.O>CCOCC>[ClH:23].[ClH:23].[N:1]1([CH2:7][C:8]2[C:17]([CH2:24][N:25]3[CH2:30][CH2:29][CH2:28][CH2:27][CH2:26]3)=[CH:16][C:15]3[C:10](=[CH:11][CH:12]=[CH:13][CH:14]=3)[CH:9]=2)[CH2:2][CH2:3][CH2:4][CH2:5][CH2:6]1 |f:5.6.7|. Reported procedure: To a stirred solution of 2-piperidinomethylnaphthalene (5.6 g) in dry ether (200 ml) was added, under nitrogen, a 1.5M ethereal solution of butyl lithium (18.3 ml) and the mixture was kept at room temperature for 24 hours. N-(Chloromethyl)piperidine (7.34 g) was added, the mixture was heated under reflux for 1 hour, and poured into water (1 l). The precipitated material was extracted into ether, the extract was washed with water, dried over anhydrous magnesium sulphate and evaporated to dryness....